Dataset: the Open Reaction Database (ORD), a public repository of structured organic reaction records. Task: describe an organic reaction: reactants, conditions, products, and yield The reactants are ClC=1C=CC=C2C(=CN(C12)CC1CCOCC1)C#N (7-chloro-1-(tetrahydropyran-4-yl)methyl-1H-indole-3-carbonitrile), C(C)(C)N(C(C)C)CC (N,N-diisopropylethylamine), Cl.NO (hydroxylamine hydrochloride). Run in C(C)O (ethanol). Conditions: time 6 hour. Product: ClC=1C=CC=C2C(=CN(C12)CC1CCOCC1)C(=N)N (7-chloro-1-(tetrahydropyran-4-yl)methyl-1H-indole-3-carboxamidine). The yield is 90.6%. Reaction SMILES: [Cl:1][C:2]1[CH:3]=[CH:4][CH:5]=[C:6]2[C:10]=1[N:9]([CH2:11][CH:12]1[CH2:17][CH2:16][O:15][CH2:14][CH2:13]1)[CH:8]=[C:7]2[C:18]#[N:19].C([N:23](CC)C(C)C)(C)C.Cl.NO>C(O)C>[Cl:1][C:2]1[CH:3]=[CH:4][CH:5]=[C:6]2[C:10]=1[N:9]([CH2:11][CH:12]1[CH2:17][CH2:16][O:15][CH2:14][CH2:13]1)[CH:8]=[C:7]2[C:18]([NH2:23])=[NH:19] |f:2.3|. Reported procedure: To a suspension of 7-chloro-1-(tetrahydropyran-4-yl)methyl-1H-indole-3-carbonitrile (12.9 g, 46.9 mmol) in ethanol (280 ml) and N,N-diisopropylethylamine (16.7 ml, 96.0 mmol) was added hydroxylamine hydrochloride (6.8 g, 121.4 mmol). The reaction mixture was warmed to reflux and stirred for 6 h before cooling to room temperature and the solvent removed in vacuo. The solid was dissolved in dichloromethane, washed with water and brine, dried over sodium sulfate and the solvent removed in vacuo. Th... Starting materials: C(=O)(OC(C)(C)C)N1[C@H](CCC[C@@H]1C=CC1=CC=CC=C1)C (trans-N-Boc-2-methyl-6-(2-phenylethenyl)piperidine). The reagents and catalysts are [Pd] (Pd/C). Solvent: C(C)O (ethanol). The product is C(=O)(OC(C)(C)C)N1[C@H](CCC[C@@H]1CCC1=CC=CC=C1)C (trans-N-Boc-2-methyl-6-(2-phenylethyl)piperidine). Reaction SMILES: [C:1]([N:8]1[C@@H:13]([CH:14]=[CH:15][C:16]2[CH:21]=[CH:20][CH:19]=[CH:18][CH:17]=2)[CH2:12][CH2:11][CH2:10][C@@H:9]1[CH3:22])([O:3][C:4]([CH3:7])([CH3:6])[CH3:5])=[O:2]>C(O)C.[Pd]>[C:1]([N:8]1[C@@H:13]([CH2:14][CH2:15][C:16]2[CH:21]=[CH:20][CH:19]=[CH:18][CH:17]=2)[CH2:12][CH2:11][CH2:10][C@@H:9]1[CH3:22])([O:3][C:4]([CH3:7])([CH3:6])[CH3:5])=[O:2]. Procedure: A solution of trans-N-Boc-2-methyl-6-(2-phenylethenyl)piperidine (3.8, 12.54 mmol) in 6 mL of ethanol was shaken under 58 psi of H2 pressure over 0.70 g Pd/C catalyst overnight, and then the mixture was filtered through Celite and concentrated to give 3.81 g (quantitative) of the product. No further purification was necessary. 1H NMR (250 MHz)δ7.30-7.14 (m, 5 H), 3.93-3.89 (m, 2 H), 2.64-2.59 (t, 2 H), 1.98-1.20 (m, 20 H). Starting materials: FC1=CC=CC(=N1)C1=NN(C2=CN=C(C=C21)C=2C=NC=CC2)COCC[Si](C)(C)C (3-(6-fluoropyridin-2-yl)-5-(pyridin-3-yl)-1-((2-(trimethylsilyl)ethoxy)methyl)-1H-pyrazolo[3,4-c]pyridine), C(CCCN)N (butane-1,4-diamine). Product: N1=CC(=CC=C1)C=1C=C2C(=CN1)NN=C2C2=CC=CC(=N2)NCCCCN (N1-(6-(5-(pyridin-3-yl)-1H-pyrazolo[3,4-c]pyridin-3-yl)pyridin-2-yl)butane-1,4-diamine). Yield: 28.0%. Reaction SMILES: F[C:2]1[N:7]=[C:6]([C:8]2[C:16]3[C:11](=[CH:12][N:13]=[C:14]([C:17]4[CH:18]=[N:19][CH:20]=[CH:21][CH:22]=4)[CH:15]=3)[N:10](COCC[Si](C)(C)C)[N:9]=2)[CH:5]=[CH:4][CH:3]=1.[CH2:31]([NH2:36])[CH2:32][CH2:33][CH2:34][NH2:35]>>[N:19]1[CH:20]=[CH:21][CH:22]=[C:17]([C:14]2[CH:15]=[C:16]3[C:8]([C:6]4[N:7]=[C:2]([NH:35][CH2:34][CH2:33][CH2:32][CH2:31][NH2:36])[CH:3]=[CH:4][CH:5]=4)=[N:9][NH:10][C:11]3=[CH:12][N:13]=2)[CH:18]=1. Procedure details: Following the procedures Example 271, 3-(6-fluoropyridin-2-yl)-5-(pyridin-3-yl)-1-((2-(trimethylsilyl)ethoxy)methyl)-1H-pyrazolo[3,4-c]pyridine and butane-1,4-diamine were reacted and the product was deprotected to give 283 as a yellow solid (20 mg, 28%) over two steps. 1H NMR (400 MHz, DMSO) δ 9.19-9.21 (m, 1H), 9.12-9.13 (m, 2H), 8.53-8.60 (m, 2H), 7.60-7.63 (m, 1H) 7.51-7.54 (m, 1H), 7.44-7.46 (m, 1H), 6.53 (d, J=6.4 Hz, 1H), 3.65 (t, J=1.2 Hz, 2H), 2.93 (t, J=1.2 Hz, 2H), 1.80-1.85 (m, 4H). ... Reactants: CNC=1SC(=C(N1)C)C1=C(N=C(S1)NC)C (2,2'-dimethylamino-4,4'-dimethyl-5,5'-bithiazole), Cl (hydrochloric acid). Solvent: C(C)O (ethanol). Product: Cl.Cl.CNC=1SC(=C(N1)C)C1=C(N=C(S1)NC)C (2,2'-dimethylamino-4,4'-dimethyl-5,5'-bithiazole dihydrochloride). Reaction SMILES: [CH3:1][NH:2][C:3]1[S:4][C:5]([C:9]2[S:13][C:12]([NH:14][CH3:15])=[N:11][C:10]=2[CH3:16])=[C:6]([CH3:8])[N:7]=1.[ClH:17]>C(O)C>[ClH:17].[ClH:17].[CH3:1][NH:2][C:3]1[S:4][C:5]([C:9]2[S:13][C:12]([NH:14][CH3:15])=[N:11][C:10]=2[CH3:16])=[C:6]([CH3:8])[N:7]=1 |f:3.4.5|. Procedure details: To a suspension of 2,2'-dimethylamino-4,4'-dimethyl-5,5'-bithiazole (1.9 g) in ethanol (100 ml) was added conc. hydrochloric acid (2 ml) and the resulting solution was evaporated in vacuo. The residue was dissolved in ethanol (100 ml) and the solution was concentrated in vacuo. The resulting precipitate was collected by filtration and washed with diethyl ether to give 2,2'-dimethylamino-4,4'-dimethyl-5,5'-bithiazole dihydrochloride (1.86 g). mp 277° C. (dec.). Reactants: O=C1N(CC2CCCO2)c2ccccc2C1(O)c1cc2c(cc1O)OCOC2, COc1ccc(CN2C(=O)C(O)(c3cc4c(C)noc4cc3O)c3ccccc32)cc1. Product: O=C1C(c2cc3c(cc2O)OCOC3)c2ccccc2N1CC1CCCO1. As a reaction SMILES: [OH:1][C:2]1([c:18]2[cH:19][c:20]3[c:21]([cH:26][c:27]2[OH:28])[O:22][CH2:23][O:24][CH2:25]3)[C:3](=[O:17])[N:4]([CH2:11][CH:12]2[O:13][CH2:14][CH2:15][CH2:16]2)[c:5]2[cH:6][cH:7][cH:8][cH:9][c:10]21.[OH:29][C:30]1([c:31]2[c:32]([OH:33])[cH:34][c:35]3[o:36][n:37][c:38]([CH3:39])[c:40]3[cH:41]2)[c:42]2[c:43]([cH:44][cH:45][cH:46][cH:47]2)[N:48]([CH2:49][c:50]2[cH:51][cH:52][c:53]([O:54][CH3:55])[cH:56][cH:57]2)[C:58]1=[O:59]>>[CH:2]1([c:18]2[cH:19][c:20]3[c:21]([cH:26][c:27]2[OH:28])[O:22][CH2:23][O:24][CH2:25]3)[C:3](=[O:17])[N:4]([CH2:11][CH:12]2[O:13][CH2:14][CH2:15][CH2:16]2)[c:5]2[cH:6][cH:7][cH:8][cH:9][c:10]21.